Dataset: the Open Reaction Database (ORD), a public repository of structured organic reaction records. Task: describe an organic reaction: reactants, conditions, products, and yield Reactants: NC=1C(NC=CC1)=O (3-amino-2-pyridone), FC1=C(C(=O)Cl)C=CC=C1 (2-fluorobenzoyl chloride), ice water. Solvent: N1=CC=CC=C1 (pyridine). Run at time 15 hour. Product: FC1=C(C(=O)NC=2C(NC=CC2)=O)C=CC=C1 (3-(2-fluorobenzoylamino)-2-pyridone). As a reaction SMILES: [NH2:1][C:2]1[C:3](=[O:8])[NH:4][CH:5]=[CH:6][CH:7]=1.[F:9][C:10]1[CH:18]=[CH:17][CH:16]=[CH:15][C:11]=1[C:12](Cl)=[O:13]>N1C=CC=CC=1>[F:9][C:10]1[CH:18]=[CH:17][CH:16]=[CH:15][C:11]=1[C:12]([NH:1][C:2]1[C:3](=[O:8])[NH:4][CH:5]=[CH:6][CH:7]=1)=[O:13]. Procedure: To a solution of 3.3 g. (0.03 mole) of 3-amino-2-pyridone in 75 ml. of pyridine cooled in ice was added portionwise 6.3 g. (0.04 mole) of 2-fluorobenzoyl chloride over 5 minutes. After stirring for 15 hours at ambient temperature, the mixture was poured into ice-water. The resultant precipitate was collected by filtration, washed with water and recrystallized from ethanol to give 3-(2-fluorobenzoylamino)-2-pyridone, m.p. 223° C.